Dataset: the Open Reaction Database (ORD), a public repository of structured organic reaction records. Task: describe an organic reaction: reactants, conditions, products, and yield The reactants are C(C=C)OC=1C=CC(=C2CCC(NC12)=O)O (8-allyloxy-3,4-dihydro-5-hydroxy-2(1H)-quinolinone), N1CCCCC1 (piperidine), C=O (formalin). Run in C(C)O (ethanol). Run at temperature 70 celsius, time 4 hour. The product is 61g, C(C=C)OC=1C=C(C(=C2CCC(NC12)=O)O)CN1CCCCC1 (8-allyloxy-3,4-dihydro-5-hydroxy-6-(1-piperidinyl)methyl-2(1H)-quinolinone). Reaction SMILES: [CH2:1]([O:4][C:5]1[CH:6]=[CH:7][C:8]([OH:16])=[C:9]2[C:14]=1[NH:13][C:12](=[O:15])[CH2:11][CH2:10]2)[CH:2]=[CH2:3].[NH:17]1[CH2:22][CH2:21][CH2:20][CH2:19][CH2:18]1.[CH2:23]=O>C(O)C>[CH2:1]([O:4][C:5]1[CH:6]=[C:7]([CH2:23][N:17]2[CH2:22][CH2:21][CH2:20][CH2:19][CH2:18]2)[C:8]([OH:16])=[C:9]2[C:14]=1[NH:13][C:12](=[O:15])[CH2:11][CH2:10]2)[CH:2]=[CH2:3]. Reported procedure: 41 Grams of 8-allyloxy-3,4-dihydro-5-hydroxy-2(1H)-quinolinone was dissolved in 500 ml of ethanol, under stirring 30 ml of piperidine and 30 ml of 37%-formalin were added to this solution, this mixture was stirred at 70° C. for 4 hours. After cooled, the reaction mixture was concentrated to dryness, extracted with 1 liter of methylene chloride, the extract was washed with water and dried, again concentrated to dryness. The residue was purified by a silica gel column chromatography (eluent: methy... Reactants: C1CCOC1, C[Si](C)(C)[N-][Si](C)(C)C, O=C(Cl)OCc1ccccc1, [Li+], CC(C)(C)OC(=O)C1CCC(=O)N1. Product: CC(C)(C)OC(=O)C1CCC(=O)N1C(=O)OCc1ccccc1. Reaction SMILES: [CH2:35]1[O:36][CH2:37][CH2:38][CH2:39]1.[CH3:15][Si:16]([N-:17][Si:18]([CH3:19])([CH3:20])[CH3:21])([CH3:22])[CH3:23].[Cl:24][C:25](=[O:26])[O:27][CH2:28][c:29]1[cH:30][cH:31][cH:32][cH:33][cH:34]1.[Li+:14].[NH:1]1[CH:2]([C:7](=[O:8])[O:9][C:10]([CH3:11])([CH3:12])[CH3:13])[CH2:3][CH2:4][C:5]1=[O:6]>>[N:1]1([C:25](=[O:26])[O:27][CH2:28][c:29]2[cH:30][cH:31][cH:32][cH:33][cH:34]2)[CH:2]([C:7](=[O:8])[O:9][C:10]([CH3:11])([CH3:12])[CH3:13])[CH2:3][CH2:4][C:5]1=[O:6]. The reactants are C#N (HCN), CC1=CC[C@H](CC1=O)C(=C)C (R-(−)-carvone), [H][H] (hydrogen), C#N (HCN), CC1=CC[C@H](CC1=O)C(=C)C (R-(−)-carvone), C(=CC(C)=C)C1CC=C(C(C1)=O)C (5-isoprenyl-2-methylcyclohex-2-enone), C[O-].[Na+] (sodium methoxide), O (water). Run at time 1 hour. Product: CC1=CCC(CC1=O)C(=C)C (Carvone). Reaction SMILES: [CH3:1][C:2]1[C:7](=[O:8])[CH2:6][C@H:5]([C:9]([CH3:11])=[CH2:10])[CH2:4][CH:3]=1.C(C1CC(=O)C(C)=CC1)=CC(=C)C.C[O-].[Na+].O.[H][H].C#N>>[CH3:1][C:2]1[C:7](=[O:8])[CH2:6][CH:5]([C:9]([CH3:11])=[CH2:10])[CH2:4][CH:3]=1 |f:2.3|. Reported procedure: 1379.4 g (9 mol) of R-(−)-carvone (5-isoprenyl-2-methylcyclohex-2-enone) with a purity of 98% (5-isoprenyl-2-methylcyclohex-2-enone) were heated in a 4000 ml glass flask to approx. 150° C. with stirring. At 144° C., 18.4 g of 30% sodium methoxide in water (0.1 mol) were added and then a mixture of 1287.9 g (8.4 mol) of 98% R-(−)-carvone (5-isoprenyl-2-methylcyclohex-2-enone) and 330.5 g (12.15 mol) of hydrogen cyamide (HCN) was added dropwise at 136-148° C. with stirring within 8 h. The postreac...